From a dataset of the Open Reaction Database (ORD), a public repository of structured organic reaction records. describe an organic reaction: reactants, conditions, products, and yield Reactants: CCOC(=O)c1c(O)c2cccnc2n(-c2cccc([N+](=O)[O-])c2)c1=O, [K+], [OH-]. The product is O=c1cc(O)c2cccnc2n1-c1cccc([N+](=O)[O-])c1. As a reaction SMILES: [CH2:1]([O:2][C:3](=[O:4])[c:6]1[c:7](=[O:26])[n:8](-[c:17]2[cH:18][c:19]([N+:23](=[O:24])[O-:25])[cH:20][cH:21][cH:22]2)[c:9]2[n:10][cH:11][cH:12][cH:13][c:14]2[c:15]1[OH:16])[CH3:5].[K+:28].[OH-:27]>>[cH:6]1[c:7](=[O:26])[n:8](-[c:17]2[cH:18][c:19]([N+:23](=[O:24])[O-:25])[cH:20][cH:21][cH:22]2)[c:9]2[n:10][cH:11][cH:12][cH:13][c:14]2[c:15]1[OH:16]. The product is CC=1N=C2SC3=C(N2C(C1C1=CC=C(C=C1)C(F)(F)F)=O)C=CC=C3 (2-Methyl-3-[4-(trifluoromethyl)phenyl]-4H-pyrimido[2,1-b][1,3]benzothiazol-4-one). Reported procedure: The title compound was prepared by treatment of Step 2 intermediate, Intermediate 22 (2.0 g, 5.845 mmol) with 4-trifluoromethylphenylboronic acid (1.50 g, 8.18 mmol) in the presence of Pd[(C6H5)3P]4 (270 mg, 0.233 mmol) and sodium carbonate (3.71 g, 35.07 mmol) in a mixture of toluene, ethanol and water to afford 2.27 g of the desired product as an off-white solid; 1H NMR (300 MHz, DMSO-d6) δ 2.30 (s, 3H), 7.42-7.48 (m, 2H), 7.65-7.67 (m, 2H), 8.00-8.03 (m, 2H), 8.86-8.88 (m, 2H); ESI-MS (m/z) 3... Reaction SMILES: [CH3:1][C:2]1[N:3]=[C:4]2[N:8]([C:9](=[O:19])[C:10]=1C1C=CC(C#N)=CC=1)[C:7]1[CH:20]=[CH:21][CH:22]=[CH:23][C:6]=1[S:5]2.[F:24][C:25]([F:36])([F:35])[C:26]1[CH:31]=[CH:30][C:29](B(O)O)=[CH:28][CH:27]=1.C(=O)([O-])[O-].[Na+].[Na+].C(O)C>C1(C)C=CC=CC=1.O>[CH3:1][C:2]1[N:3]=[C:4]2[N:8]([C:9](=[O:19])[C:10]=1[C:29]1[CH:30]=[CH:31][C:26]([C:25]([F:36])([F:35])[F:24])=[CH:27][CH:28]=1)[C:7]1[CH:20]=[CH:21][CH:22]=[CH:23][C:6]=1[S:5]2 |f:2.3.4|. Solvent: C1(=CC=CC=C1)C (toluene), O (water). Yield: 107.8%. Starting materials: CC=1N=C2SC3=C(N2C(C1C1=CC=C(C#N)C=C1)=O)C=CC=C3 (4-(2-Methyl-4-oxo-4H-pyrimido[2,1-b][1,3]benzothiazol-3-yl)benzonitrile), FC(C1=CC=C(C=C1)B(O)O)(F)F (4-trifluoromethylphenylboronic acid), Pd[(C6H5)3P]4, C([O-])([O-])=O.[Na+].[Na+] (sodium carbonate), C(C)O (ethanol). Reactants: ClC=1C=C2C(=NC1I)N=C(N2COCC[Si](C)(C)C)O[C@@H]2C[C@@H]1OC(OC[C@H]1OC2)C2=CC=CC=C2 (6-chloro-5-iodo-2-(((4aR,7R,8aS)-2-phenylhexahydropyrano[3,2-d][1,3]dioxin-7-yl)oxy)-1-((2-(trimethylsilyl)ethoxy)methyl)-1H-imidazo[4,5-b]pyridine), B1(OC(C(O1)(C)C)(C)C)C2=CC=C(C=C2)B3OC(C(O3)(C)C)(C)C (1,4-benzenediboronic acid bis(pinacol) ester). The reagents and catalysts are C([O-])([O-])=O.[Ag+2] (silver carbonate), C=1C=CC(=CC1)[P](C=2C=CC=CC2)(C=3C=CC=CC3)[Pd]([P](C=4C=CC=CC4)(C=5C=CC=CC5)C=6C=CC=CC6)([P](C=7C=CC=CC7)(C=8C=CC=CC8)C=9C=CC=CC9)[P](C=1C=CC=CC1)(C=1C=CC=CC1)C=1C=CC=CC1 (Pd(PPh3)4). The solvent is C1CCOC1 (THF), CCOC(=O)C (EtOAc). Conditions: temperature -78 celsius, time 21 hour. The product is ClC=1C=C2C(=NC1C1=CC=C(C=C1)B1OC(C(O1)(C)C)(C)C)N=C(N2COCC[Si](C)(C)C)O[C@@H]2C[C@@H]1OC(OC[C@H]1OC2)C2=CC=CC=C2 (6-chloro-2-(((4aR,7R,8aS)-2-phenylhexahydropyrano[3,2-d][1,3]dioxin-7-yl)oxy)-5-(4-(4,4,5,5-tetramethyl-1,3,2-dioxaborolan-2-yl)phenyl)-1-((2-(trimethylsilyl)ethoxy)methyl)-1H-imidazo[4,5-b]pyridine). As a reaction SMILES: [Cl:1][C:2]1[CH:3]=[C:4]2[N:11]([CH2:12][O:13][CH2:14][CH2:15][Si:16]([CH3:19])([CH3:18])[CH3:17])[C:10]([O:20][C@H:21]3[CH2:30][O:29][C@H:28]4[C@@H:23]([O:24][CH:25]([C:31]5[CH:36]=[CH:35][CH:34]=[CH:33][CH:32]=5)[O:26][CH2:27]4)[CH2:22]3)=[N:9][C:5]2=[N:6][C:7]=1I.[B:37]1([C:46]2[CH:51]=[CH:50][C:49](B3OC(C)(C)C(C)(C)O3)=[CH:48][CH:47]=2)[O:41][C:40]([CH3:43])([CH3:42])[C:39]([CH3:45])([CH3:44])[O:38]1>C1COCC1.CCOC(C)=O.C(=O)([O-])[O-].[Ag+2].C1C=CC([P]([Pd]([P](C2C=CC=CC=2)(C2C=CC=CC=2)C2C=CC=CC=2)([P](C2C=CC=CC=2)(C2C=CC=CC=2)C2C=CC=CC=2)[P](C2C=CC=CC=2)(C2C=CC=CC=2)C2C=CC=CC=2)(C2C=CC=CC=2)C2C=CC=CC=2)=CC=1>[Cl:1][C:2]1[CH:3]=[C:4]2[N:11]([CH2:12][O:13][CH2:14][CH2:15][Si:16]([CH3:19])([CH3:18])[CH3:17])[C:10]([O:20][C@H:21]3[CH2:30][O:29][C@H:28]4[C@@H:23]([O:24][CH:25]([C:31]5[CH:36]=[CH:35][CH:34]=[CH:33][CH:32]=5)[O:26][CH2:27]4)[CH2:22]3)=[N:9][C:5]2=[N:6][C:7]=1[C:49]1[CH:50]=[CH:51][C:46]([B:37]2[O:41][C:40]([CH3:43])([CH3:42])[C:39]([CH3:45])([CH3:44])[O:38]2)=[CH:47][CH:48]=1 |f:4.5,^1:80,82,101,120|. Procedure details: To a stirred solution of 6-chloro-5-iodo-2-(((4aR,7R,8aS)-2-phenylhexahydropyrano[3,2-d][1,3]dioxin-7-yl)oxy)-1-((2-(trimethylsilyl)ethoxy)methyl)-1H-imidazo[4,5-b]pyridine (4.29 g, 9.31 mmol) under nitrogen in anhydrous THF (30 mL) was added silver carbonate (3.08 g, 11.18 mmol), Pd(PPh3)4 (538 mg, 0.466 mmol), and 1,4-benzenediboronic acid bis(pinacol) ester (9.22 g, 27.9 mmol). The mixture was cooled to −78° C., a hard vacuum was pulled, and nitrogen was introduced (3×). The mixture was allow...